Task: describe an organic reaction: reactants, conditions, products, and yield. Dataset: the Open Reaction Database (ORD), a public repository of structured organic reaction records Starting materials: C(#C)C1=CC=C(C=C1)OC (4-ethynyl anisole), COC=1C=C(C=C(C1OC)OC)N=[N+]=[N-] (3,4,5-trimethoxyphenyl azide). Reaction conditions: temperature 80 celsius. Product: COC=1C=C(C=C(C1OC)OC)N1N=NC=C1C1=CC=C(C=C1)OC (1-(3,4,5-trimethoxy-phenyl)-5-(4-methoxy-phenyl)-1H-[1,2,3]triazole). Reaction SMILES: [C:1]([C:3]1[CH:8]=[CH:7][C:6]([O:9][CH3:10])=[CH:5][CH:4]=1)#[CH:2].[CH3:11][O:12][C:13]1[CH:14]=[C:15]([N:23]=[N+:24]=[N-:25])[CH:16]=[C:17]([O:21][CH3:22])[C:18]=1[O:19][CH3:20]>>[CH3:11][O:12][C:13]1[CH:14]=[C:15]([N:23]2[C:1]([C:3]3[CH:8]=[CH:7][C:6]([O:9][CH3:10])=[CH:5][CH:4]=3)=[CH:2][N:25]=[N:24]2)[CH:16]=[C:17]([O:21][CH3:22])[C:18]=1[O:19][CH3:20]. Procedure: To a scintillation vial was added 4-ethynyl anisole (660 mg.; 5 mmol) and 3,4,5-trimethoxyphenyl azide (1.05 g.; 5 mmol) and the mixture was heated at 80° C. for 24 hours. The crude mixture was purified by column chromatography to give 1-(3,4,5-trimethoxy-phenyl)-5-(4-methoxy-phenyl)-1H-[1,2,3]triazole. Reactants: CC(C)(C)[Si](C)(C)OC1CCN(C(=O)n2ccnc2)CC1, CI, CC#N. Product: C[n+]1ccn(C(=O)N2CCC(O[Si](C)(C)C(C)(C)C)CC2)c1, [I-]. Reaction SMILES: [C:3]([CH3:4])([CH3:5])([CH3:6])[Si:7]([O:8][CH:9]1[CH2:10][CH2:11][N:12]([C:15](=[O:16])[n:17]2[cH:18][n:19][cH:20][cH:21]2)[CH2:13][CH2:14]1)([CH3:22])[CH3:23].[CH3:1][I:2].[CH3:24][C:25]#[N:26]>>[CH3:1][n+:19]1[cH:18][n:17]([C:15]([N:12]2[CH2:11][CH2:10][CH:9]([O:8][Si:7]([C:3]([CH3:4])([CH3:5])[CH3:6])([CH3:22])[CH3:23])[CH2:14][CH2:13]2)=[O:16])[cH:21][cH:20]1.[I-:2]. Reactants: C(CC(=O)C)(=O)OCCN1C(C=2C(C1=O)=CC=CC2)=O (2-phthalimidoethyl acetoacetate), COC(\C=C(\C)/N)=O (methyl3-aminocrotonate), CC(C)O (2-propanol). Product: CC=1NC(=C(C(C1C(=O)OCCN1C(C=2C(C1=O)=CC=CC2)=O)C2=CC(=CC=C2)C)C(=O)OC)C (2,6-dimethyl-3-(2-phthalimidocarbethoxy)-4-(3-methylphenyl)-5-carbomethoxy-1,4-dihydropyridine). Yield: 50.0%. As a reaction SMILES: [C:1]([O:7][CH2:8][CH2:9][N:10]1[C:14](=[O:15])[C:13]2=[CH:16][CH:17]=[CH:18][CH:19]=[C:12]2[C:11]1=[O:20])(=[O:6])[CH2:2][C:3]([CH3:5])=O.[CH3:21][O:22][C:23](=[O:28])/[CH:24]=[C:25](\[NH2:27])/[CH3:26].[CH3:29][CH:30](O)[CH3:31]>>[CH3:5][C:3]1[NH:27][C:25]([CH3:26])=[C:24]([C:23]([O:22][CH3:21])=[O:28])[CH:29]([C:30]2[CH:31]=[CH:18][CH:19]=[C:12]([CH3:13])[CH:11]=2)[C:2]=1[C:1]([O:7][CH2:8][CH2:9][N:10]1[C:14](=[O:15])[C:13]2=[CH:16][CH:17]=[CH:18][CH:19]=[C:12]2[C:11]1=[O:20])=[O:6]. Reported procedure: A solution of 7.0 g (0.25 mol) of 2-phthalimidoethyl acetoacetate and 3.1 g (0.025 mol) of methyl3-aminocrotonate in 150 ml of 2-propanol was refluxed for 15 hours under nitrogen. The solvent was removed in vacuo and the residue was subjected to flash chromatography (silica gel, 1:1 petroleum ether/ethyl acetate). The isolated product was recrystallized in dichloromethane/hexane to give 3.5 g (50%) of a pale yellow solid; m.p. 188°-190° C. NMR: (CDCl3) δ 2.1 (9H,d), 3.5 (3M,s), 3.7 (2H,m), 4.2 (... The reactants are C([O-])([O-])=O.[Na+].[Na+] (sodium carbonate), BrC=1C=C2C(=CN(C2=CC1)[Si](C(C)C)(C(C)C)C(C)C)C1CCN(CC1)C (5-bromo-3-(1-methylpiperidin-4-yl)-1-(triisopropylsilyl)-indole), S1C2=C(C=C1B(O)O)C=CC=C2 (benzo[b]thiophene-2-boronic acid). Reagents/catalysts: C=1C=CC(=CC1)[P](C=2C=CC=CC2)(C=3C=CC=CC3)[Pd]([P](C=4C=CC=CC4)(C=5C=CC=CC5)C=6C=CC=CC6)([P](C=7C=CC=CC7)(C=8C=CC=CC8)C=9C=CC=CC9)[P](C=1C=CC=CC1)(C=1C=CC=CC1)C=1C=CC=CC1 (tetrakis(triphenylphosphine)palladium(0)). Solvent: C1(=CC=CC=C1)C (toluene). Yields the product S1C2=C(C=C1C=1C=C3C(=CNC3=CC1)C1CCN(CC1)C)C=CC=C2 (5-(Benzo[b]thien-2-yl)-3-(1-Methylpiperidin-4-yl)-1H-Indole), S1C2=C(C=C1C=1C=C3C(=CN(C3=CC1)[Si](C(C)C)(C(C)C)C(C)C)C1CCN(CC1)C)C=CC=C2 (5-(2-benzo[b]thienyl)-3-(1-methylpiperidin-4-yl)-1-(triisopropylsilyl)-indole). The yield is 40.8%. RXN SMILES: Br[C:2]1[CH:3]=[C:4]2[C:8](=[CH:9][CH:10]=1)[N:7]([Si:11]([CH:18]([CH3:20])[CH3:19])([CH:15]([CH3:17])[CH3:16])[CH:12]([CH3:14])[CH3:13])[CH:6]=[C:5]2[CH:21]1[CH2:26][CH2:25][N:24]([CH3:27])[CH2:23][CH2:22]1.[S:28]1[C:32](B(O)O)=[CH:31][C:30]2[CH:36]=[CH:37][CH:38]=[CH:39][C:29]1=2.C(=O)([O-])[O-].[Na+].[Na+]>C1(C)C=CC=CC=1.C1C=CC([P]([Pd]([P](C2C=CC=CC=2)(C2C=CC=CC=2)C2C=CC=CC=2)([P](C2C=CC=CC=2)(C2C=CC=CC=2)C2C=CC=CC=2)[P](C2C=CC=CC=2)(C2C=CC=CC=2)C2C=CC=CC=2)(C2C=CC=CC=2)C2C=CC=CC=2)=CC=1>[S:28]1[C:32]([C:2]2[CH:3]=[C:4]3[C:8](=[CH:9][CH:10]=2)[NH:7][CH:6]=[C:5]3[CH:21]2[CH2:22][CH2:23][N:24]([CH3:27])[CH2:25][CH2:26]2)=[CH:31][C:30]2[CH:36]=[CH:37][CH:38]=[CH:39][C:29]1=2.[S:28]1[C:32]([C:2]2[CH:3]=[C:4]3[C:8](=[CH:9][CH:10]=2)[N:7]([Si:11]([CH:12]([CH3:14])[CH3:13])([CH:15]([CH3:16])[CH3:17])[CH:18]([CH3:20])[CH3:19])[CH:6]=[C:5]3[CH:21]2[CH2:22][CH2:23][N:24]([CH3:27])[CH2:25][CH2:26]2)=[CH:31][C:30]2[CH:36]=[CH:37][CH:38]=[CH:39][C:29]1=2 |f:2.3.4,^1:56,58,77,96|. Reported procedure: The title compound was prepared by the procedure of Example 10, beginning with 5-bromo-3-(1-methylpiperidin-4-yl)-1-(triisopropylsilyl)-indole (0.700 g, 1.56 mmol), benzo[b]thiophene-2-boronic acid (0.336 g, 1.87 mmol), tetrakis(triphenylphosphine)palladium(0) (0.090 g, 0.078 mmol), and 2M aqueous sodium carbonate solution (3 mL) in toluene (15 mL) to give 0.160 g of 5-(2-benzo[b]thienyl)-3-(1-methylpiperidin-4-yl)-1-(triisopropylsilyl)-indole (22%) as a solid, which was desilylated by dissolvin... The reactants are NCC1(CC2=C(N(C3=C1C=CC=C3)CC)C=CC=C2)CCN(C(C)C)C(C)C (10-(aminomethyl)-5-ethyl-10,11-dihydro-N,N-diisopropyl-5H-dibenz[b,f]azepine-10-ethanamine), CCOCC (ether), solution, Br (hydrogen bromide). Run in C(C)O (ethanol), C(C)O (ethanol). The product is Br.Br.NCC1(CC2=C(N(C3=C1C=CC=C3)CC)C=CC=C2)CCN(C(C)C)C(C)C (10-(aminomethyl)-5-ethyl-10,11-dihydro-N,N-diisopropyl-5H-dibenz[b,f]azepine-10-ethanamine dihydrobromide). As a reaction SMILES: [NH2:1][CH2:2][C:3]1([CH2:20][CH2:21][N:22]([CH:26]([CH3:28])[CH3:27])[CH:23]([CH3:25])[CH3:24])[C:9]2[CH:10]=[CH:11][CH:12]=[CH:13][C:8]=2[N:7]([CH2:14][CH3:15])[C:6]2[CH:16]=[CH:17][CH:18]=[CH:19][C:5]=2[CH2:4]1.[BrH:29].CCOCC>C(O)C>[BrH:29].[BrH:29].[NH2:1][CH2:2][C:3]1([CH2:20][CH2:21][N:22]([CH:26]([CH3:27])[CH3:28])[CH:23]([CH3:25])[CH3:24])[C:9]2[CH:10]=[CH:11][CH:12]=[CH:13][C:8]=2[N:7]([CH2:14][CH3:15])[C:6]2[CH:16]=[CH:17][CH:18]=[CH:19][C:5]=2[CH2:4]1 |f:4.5.6|. Procedure: A solution of 4 parts of 10-(aminomethyl)-5-ethyl-10,11-dihydro-N,N-diisopropyl-5H-dibenz[b,f]azepine-10-ethanamine in a minimal amount of absolute ethanol at around 20° is acidified with a 15% solution of hydrogen bromide in ethanol. Sufficient ether is added to cause an oil to separate. Supernatant solvents are decanted from the oil, which is crystallized by slurrying with anhydrous ether. Recrystallization from absolute ethanol affords 10-(aminomethyl)-5-ethyl-10,11-dihydro-N,N-diisopropyl-5H... Starting materials: C[C@@H]1N[C@@H](CNC1)C (cis-2,6-dimethylpiperazine), C(C)(C)(C)C1=CC=C(C=C1)Br (4-(tert-butyl)bromobenzene), 1-BuONa, C=1C=CC(=CC1)P(C=2C=CC=CC2)C3=CC=C4C=CC=CC4=C3C5=C6C=CC=CC6=CC=C5P(C=7C=CC=CC7)C=8C=CC=CC8 (BINAP). The reagents and catalysts are C=1C=CC(=CC1)/C=C/C(=O)/C=C/C2=CC=CC=C2.C=1C=CC(=CC1)/C=C/C(=O)/C=C/C2=CC=CC=C2.C=1C=CC(=CC1)/C=C/C(=O)/C=C/C2=CC=CC=C2.[Pd].[Pd] (Pd2(dba)3). Run in C1(=CC=CC=C1)C (toluene). Conditions: temperature 100 celsius. The product is C(C)(C)(C)C1=CC=C(C=C1)N1C[C@H](N[C@H](C1)C)C (1-(4-tert-Butyl-phenyl)-cis-3,5-dimethyl-piperazine). Isolated yield 37.3%. RXN SMILES: [CH3:1][C@H:2]1[CH2:7][NH:6][CH2:5][C@@H:4]([CH3:8])[NH:3]1.[C:9]([C:13]1[CH:18]=[CH:17][C:16](Br)=[CH:15][CH:14]=1)([CH3:12])([CH3:11])[CH3:10].C1C=CC(P(C2C(C3C(P(C4C=CC=CC=4)C4C=CC=CC=4)=CC=C4C=3C=CC=C4)=C3C(C=CC=C3)=CC=2)C2C=CC=CC=2)=CC=1>C1(C)C=CC=CC=1.C1C=CC(/C=C/C(/C=C/C2C=CC=CC=2)=O)=CC=1.C1C=CC(/C=C/C(/C=C/C2C=CC=CC=2)=O)=CC=1.C1C=CC(/C=C/C(/C=C/C2C=CC=CC=2)=O)=CC=1.[Pd].[Pd]>[C:9]([C:13]1[CH:18]=[CH:17][C:16]([N:6]2[CH2:5][C@H:4]([CH3:8])[NH:3][C@H:2]([CH3:1])[CH2:7]2)=[CH:15][CH:14]=1)([CH3:12])([CH3:11])[CH3:10] |f:4.5.6.7.8|. Reported procedure: To a solution of cis-2,6-dimethylpiperazine (1 g, 8.7 mmol) in toluene (35 mL) was added 4-(tert-butyl)bromobenzene (1.86 g, 8.7 mmol), followed by BINAP (0.81 g, 1.3 mmol) and 1-BuONa (1.5 g, 15.6 mmol) in one portion each. The resulting mixture was degassed twice. To the mixture was added Pd2(dba)3 (0.79 g, 0.87 mmol) in one portion and the mixture was heated to 100° C. overnight. The reaction mixture was cooled to room temperature and extracted with ethyl acetate (3×100 mL), washed with water... Starting materials: CC(=O)c1nc2ccc(F)cc2s1, C1CCOC1, C[O-], CCOC(=O)C(F)(F)F, [Na+]. The product is O=C(CC(=O)C(F)(F)F)c1nc2ccc(F)cc2s1. Reaction SMILES: [C:13]([CH3:14])(=[O:15])[c:16]1[s:17][c:18]2[c:19]([n:20]1)[cH:21][cH:22][c:23]([F:25])[cH:24]2.[CH2:26]1[O:27][CH2:28][CH2:29][CH2:30]1.[CH3:1][O-:2].[F:4][C:5]([C:6]([O:8][CH2:7][CH3:9])=[O:10])([F:11])[F:12].[Na+:3]>>[F:4][C:5]([C:6](=[O:8])[CH2:14][C:13](=[O:15])[c:16]1[s:17][c:18]2[c:19]([n:20]1)[cH:21][cH:22][c:23]([F:25])[cH:24]2)([F:11])[F:12]. Starting materials: O=C([O-])O, Cc1ccccc1, NC(=O)C1CCCCC1, [Na+], S=P12SP3(=S)SP(=S)(S1)SP(=S)(S2)S3. Yields the product NC(=S)C1CCCCC1. As a reaction SMILES: [C:24](=[O:25])([OH:26])[O-:27].[CH3:29][c:30]1[cH:31][cH:32][cH:33][cH:34][cH:35]1.[CH:1]1([C:7](=[O:8])[NH2:9])[CH2:2][CH2:3][CH2:4][CH2:5][CH2:6]1.[Na+:28].[P:10]12(=[S:11])[S:12][P:13]3(=[S:23])[S:14][P:15](=[S:21])([S:16][P:17](=[S:20])([S:18]3)[S:19]1)[S:22]2>>[CH:1]1([C:7]([NH2:9])=[S:11])[CH2:2][CH2:3][CH2:4][CH2:5][CH2:6]1. The reactants are BrC=1C=CC(=C(C1)C1C2(C(NC(C1)=O)C1=C(C=CC(=C1)Cl)Cl)C(NC1=CC(=CC=C12)Cl)=O)OCC(C)C(=O)OCC (Racemic (2′R,3S,4′R)-4′-[5-bromo-2-(2-ethoxycarbonyl-2-methyl-ethoxy)-phenyl]-6-chloro-2′-(2,5-dichloro phenyl)spiro[3H-indole-3,3′-piperidine]-2,6′(1H)-dione), [OH-].[K+] (KOH). Run in C1CCOC1 (THF). The product is BrC=1C=CC(=C(C1)C1C2(C(NC(C1)=O)C1=C(C=CC(=C1)Cl)Cl)C(NC1=CC(=CC=C12)Cl)=O)OCC(C)C(=O)O (racemic (2′R,3S,4′R)-4′-[5-bromo-2-(2-hydroxycarbonyl-2-methyl-ethoxy)-phenyl]-6-chloro-2′-(2,5-dichloro phenyl)spiro[3H-indole-3,3′-piperidine]-2,6′(1H)-dione). The yield is 9.1%. Reaction SMILES: [Br:1][C:2]1[CH:3]=[CH:4][C:5]([O:33][CH2:34][CH:35]([C:37]([O:39]CC)=[O:38])[CH3:36])=[C:6]([CH:8]2[CH2:13][C:12](=[O:14])[NH:11][CH:10]([C:15]3[CH:20]=[C:19]([Cl:21])[CH:18]=[CH:17][C:16]=3[Cl:22])[C:9]32[C:30]2[C:25](=[CH:26][C:27]([Cl:31])=[CH:28][CH:29]=2)[NH:24][C:23]3=[O:32])[CH:7]=1.[OH-].[K+]>C1COCC1>[Br:1][C:2]1[CH:3]=[CH:4][C:5]([O:33][CH2:34][CH:35]([C:37]([OH:39])=[O:38])[CH3:36])=[C:6]([CH:8]2[CH2:13][C:12](=[O:14])[NH:11][CH:10]([C:15]3[CH:20]=[C:19]([Cl:21])[CH:18]=[CH:17][C:16]=3[Cl:22])[C:9]32[C:30]2[C:25](=[CH:26][C:27]([Cl:31])=[CH:28][CH:29]=2)[NH:24][C:23]3=[O:32])[CH:7]=1 |f:1.2|. Reported procedure: Racemic (2′R,3S,4′R)-4′-[5-bromo-2-(2-ethoxycarbonyl-2-methyl-ethoxy)-phenyl]-6-chloro-2′-(2,5-dichloro phenyl)spiro[3H-indole-3,3′-piperidine]-2,6′(1H)-dione (150 mg, 0.22 mmol) was dissolved in THF (5 mL). Then aqueous solution (1 mL) of KOH (50 mg, 0.88 mmol) was added. The mixed solution was refluxed for 1 h. The mixture was cooled, concentrated and acidified to “pH” 2-3. The solution was concentrated and the residue was purified by Prep-HPLC to obtain a white solid (13 mg).